Dataset: the Open Reaction Database (ORD), a public repository of structured organic reaction records. Task: describe an organic reaction: reactants, conditions, products, and yield The reactants are Cl.C(C1=CC=CC=C1)OC1=CC=C(N)C=C1 (4-benzyloxyaniline hydrochloride), C(=O)(OCC1=CC=CC=C1)N1[C@H](C(=O)O)CCC1 ((−)-N-carbobenzyloxy-l-proline), C(C1=CC=CC=C1)OC1=CC=C(C=C1)NC(=O)C1=NC=CC=C1 (pyridine-2-carboxylic acid (4-benzyloxyphenyl)amide). Product: C(C1=CC=CC=C1)OC(=O)N1[C@@H](CCC1)C(NC1=CC=C(C=C1)OCC1=CC=CC=C1)=O ((S)-2-(4-Benzyloxy-phenylcarbamoyl)-pyrrolidine-1-carboxylic acid benzyl ester). RXN SMILES: Cl.[CH2:2]([O:9][C:10]1[CH:16]=[CH:15][C:13]([NH2:14])=[CH:12][CH:11]=1)[C:3]1[CH:8]=[CH:7][CH:6]=[CH:5][CH:4]=1.[C:17]([N:27]1[CH2:34][CH2:33][CH2:32][C@H:28]1[C:29](O)=[O:30])([O:19][CH2:20][C:21]1[CH:26]=[CH:25][CH:24]=[CH:23][CH:22]=1)=[O:18].C(OC1C=CC(NC(C2C=CC=CN=2)=O)=CC=1)C1C=CC=CC=1>>[CH2:20]([O:19][C:17]([N:27]1[CH2:34][CH2:33][CH2:32][C@H:28]1[C:29](=[O:30])[NH:14][C:13]1[CH:12]=[CH:11][C:10]([O:9][CH2:2][C:3]2[CH:4]=[CH:5][CH:6]=[CH:7][CH:8]=2)=[CH:16][CH:15]=1)=[O:18])[C:21]1[CH:26]=[CH:25][CH:24]=[CH:23][CH:22]=1 |f:0.1|. Reported procedure: This compound was prepared from 4-benzyloxyaniline hydrochloride (4.0 g, 17.0 mmol) and (−)-N-carbobenzyloxy-l-proline (4.44 g, 17.8 mmol), using the same method to prepare pyridine-2-carboxylic acid (4-benzyloxyphenyl)amide, to give the product as a colorless solid, 7.51 g (98%), which was used without further purification in the subsequent step. MS m/z 431 (MH+). 1H NMR(CDCl3) δ 1.83-2.61 (m, 4H), 3.44-3.65 (m, 2H), 4.40-4.55 (m, 1H), 5.03 (s, 2H), 5.22 (br s, 2H), 6.90 (d, 2H) and 7.20-7.45 (... Starting materials: COC(=O)c1cn(C(CCc2cccc3ccccc23)C(C)OCc2ccccc2)cn1, CCO, [Na+], [OH-], O. Yields the product CC(OCc1ccccc1)C(CCc1cccc2ccccc12)n1cnc(C(=O)O)c1. RXN SMILES: [CH2:1]([c:2]1[cH:3][cH:4][cH:5][cH:6][cH:7]1)[O:8][CH:9]([CH3:10])[CH:11]([CH2:12][CH2:13][c:14]1[cH:15][cH:16][cH:17][c:18]2[cH:19][cH:20][cH:21][cH:22][c:23]12)[n:24]1[cH:25][n:26][c:27]([C:29](=[O:30])[O:31][CH3:32])[cH:28]1.[CH3:35][CH2:36][OH:37].[Na+:34].[OH-:33].[OH2:38]>>[CH2:1]([c:2]1[cH:3][cH:4][cH:5][cH:6][cH:7]1)[O:8][CH:9]([CH3:10])[CH:11]([CH2:12][CH2:13][c:14]1[cH:15][cH:16][cH:17][c:18]2[cH:19][cH:20][cH:21][cH:22][c:23]12)[n:24]1[cH:25][n:26][c:27]([C:29](=[O:30])[OH:31])[cH:28]1.